This data is from the Open Reaction Database (ORD), a public repository of structured organic reaction records. The task is: describe an organic reaction: reactants, conditions, products, and yield The reactants are ClC1=NC2=CC=C(C=C2C=C1)Cl (2,6-dichloroquinoline), COC1=C(CN)C=CC=C1 (2-methoxybenzylamine), NCCCN1CCOCC1 (4-(3-aminopropyl)morpholine). The product is COC1=C(CNC2=NC3=CC=C(C=C3C=C2)NCCCN2CCOCC2)C=CC=C1 (N2-(2-Methoxy-benzyl)-N6-(3-morpholin-4-yl-propyl)-quinoline-2,6-diamine). Reaction SMILES: Cl[C:2]1[CH:11]=[CH:10][C:9]2[C:4](=[CH:5][CH:6]=[C:7](Cl)[CH:8]=2)[N:3]=1.[CH3:13][O:14][C:15]1[CH:22]=[CH:21][CH:20]=[CH:19][C:16]=1[CH2:17][NH2:18].[NH2:23][CH2:24][CH2:25][CH2:26][N:27]1[CH2:32][CH2:31][O:30][CH2:29][CH2:28]1>>[CH3:13][O:14][C:15]1[CH:22]=[CH:21][CH:20]=[CH:19][C:16]=1[CH2:17][NH:18][C:2]1[CH:11]=[CH:10][C:9]2[C:4](=[CH:5][CH:6]=[C:7]([NH:23][CH2:24][CH2:25][CH2:26][N:27]3[CH2:32][CH2:31][O:30][CH2:29][CH2:28]3)[CH:8]=2)[N:3]=1. Reported procedure: The title compound, MS: m/e=407.5 (M+H+), was prepared in accordance with the general method of example 1 from 2,6-dichloroquinoline, 2-methoxybenzylamine and 4-(3-aminopropyl)morpholine. Reactants: FC(C(=O)O)(F)F (Trifluoroacetic acid), OC1=C(C(=O)NC2=C(C(=O)OC(C)(C)C)C=CC(=C2)C2=CC=CC=C2)C=C(C=C1)C1=CC=CC=C1 (tert-butyl 2-(2-hydroxy-5-phenylbenzamido)-4-phenylbenzoate). Solvent: C(Cl)Cl (methylene chloride). Reaction conditions: time 17 hour. Yields the product OC1=C(C(=O)NC2=C(C(=O)O)C=CC(=C2)C2=CC=CC=C2)C=C(C=C1)C1=CC=CC=C1 (2-(2-hydroxy-5-phenylbenzamido)-4-phenylbenzoic acid). The yield is 96.3%. Reaction SMILES: FC(F)(F)C(O)=O.[OH:8][C:9]1[CH:36]=[CH:35][C:34]([C:37]2[CH:42]=[CH:41][CH:40]=[CH:39][CH:38]=2)=[CH:33][C:10]=1[C:11]([NH:13][C:14]1[CH:26]=[C:25]([C:27]2[CH:32]=[CH:31][CH:30]=[CH:29][CH:28]=2)[CH:24]=[CH:23][C:15]=1[C:16]([O:18]C(C)(C)C)=[O:17])=[O:12]>C(Cl)Cl>[OH:8][C:9]1[CH:36]=[CH:35][C:34]([C:37]2[CH:42]=[CH:41][CH:40]=[CH:39][CH:38]=2)=[CH:33][C:10]=1[C:11]([NH:13][C:14]1[CH:26]=[C:25]([C:27]2[CH:32]=[CH:31][CH:30]=[CH:29][CH:28]=2)[CH:24]=[CH:23][C:15]=1[C:16]([OH:18])=[O:17])=[O:12]. Reported procedure: Trifluoroacetic acid (1 mL) was added to a methylene chloride (3 mL) solution of the obtained tert-butyl 2-(2-hydroxy-5-phenylbenzamido)-4-phenylbenzoate (0.085 g), followed by stirring at room temperature for 17 hours. The solvent was evaporated under reduced pressure, and ethyl acetate was added to the residue. The solid substance was collected by filtration to obtain 0.072 g of 2-(2-hydroxy-5-phenylbenzamido)-4-phenylbenzoic acid as a white solid. Starting materials: NC1=CC(=NC=C1)Cl (4-amino-2-chloropyridine), C(CCC)[Li] (n-butyllithium), C(C)(=O)OCC.O (ethyl acetate water), product, COC=1C=C(C=C(C1)OC)C1=CC2=C(N=C(N=C2)S(=O)C)N(C1=O)CC (6-(3,5-dimethoxy-phenyl)-8-ethyl-2-methanesulfinyl-8H-pyrido[2,3-d]pyrimidin-7-one). Solvent: C1CCOC1 (THF), hexanes. Conditions: temperature -10 celsius, time 8 hour. Yields the product COC=1C=C(C=C(C1)OC)C1=CC2=C(N=C(N=C2)NC2=CC(=NC=C2)Cl)N(C1=O)CC (6-(3,5-Dimethoxy-phenyl)-2-(2-chloro-pyridin-4-ylamino)-8-ethyl-8H-pyrido[2,3-d]pyrimidin-7-one). The yield is 54.0%. Reaction SMILES: [NH2:1][C:2]1[CH:7]=[CH:6][N:5]=[C:4]([Cl:8])[CH:3]=1.C([Li])CCC.[CH3:14][O:15][C:16]1[CH:17]=[C:18]([C:24]2[C:36](=[O:37])[N:35]([CH2:38][CH3:39])[C:27]3[N:28]=[C:29](S(C)=O)[N:30]=[CH:31][C:26]=3[CH:25]=2)[CH:19]=[C:20]([O:22][CH3:23])[CH:21]=1.C(OCC)(=O)C.O>C1COCC1>[CH3:23][O:22][C:20]1[CH:19]=[C:18]([C:24]2[C:36](=[O:37])[N:35]([CH2:38][CH3:39])[C:27]3[N:28]=[C:29]([NH:1][C:2]4[CH:7]=[CH:6][N:5]=[C:4]([Cl:8])[CH:3]=4)[N:30]=[CH:31][C:26]=3[CH:25]=2)[CH:17]=[C:16]([O:15][CH3:14])[CH:21]=1 |f:3.4|. Procedure: To a −78° C. solution of 4.1 g (32.1 mmol) of 4-amino-2-chloropyridine in 120 mL of THF was added dropwise 17.5 mL (30.5 mmol) of 1.6 M n-butyllithium in hexanes. The reaction solution was stirred for 15 minutes at which time 3.0 g (8.0 mmol) of the product of Example 7, 6-(3,5-dimethoxy-phenyl)-8-ethyl-2-methanesulfinyl-8H-pyrido[2,3-d]pyrimidin-7-one, was added in small portions as a solid. The reaction mixture was allowed to warm slowly to −10° C. then remain at −10° C. overnight. The reactio... Reactants: NC=1C=C(C(=O)O)C=C(C1N1CCCCC1)S(N)(=O)=O (3-amino-4-piperidino-5-sulphamyl-benzoic acid), C(C1=CC=CC=C1)Br (benzyl bromide), C(C)O (ethanol). The product is C(C1=CC=CC=C1)NC=1C=C(C(=O)OCC)C=C(C1N1CCCCC1)S(N)(=O)=O (ethyl 3-benzylamino-4-piperidino-5-sulphamyl-benzoate). Reaction SMILES: [NH2:1][C:2]1[CH:3]=[C:4]([CH:8]=[C:9]([S:17](=[O:20])(=[O:19])[NH2:18])[C:10]=1[N:11]1[CH2:16][CH2:15][CH2:14][CH2:13][CH2:12]1)[C:5]([OH:7])=[O:6].[CH2:21](Br)[C:22]1[CH:27]=[CH:26][CH:25]=[CH:24][CH:23]=1.[CH2:29](O)[CH3:30]>>[CH2:21]([NH:1][C:2]1[CH:3]=[C:4]([CH:8]=[C:9]([S:17](=[O:19])(=[O:20])[NH2:18])[C:10]=1[N:11]1[CH2:16][CH2:15][CH2:14][CH2:13][CH2:12]1)[C:5]([O:7][CH2:29][CH3:30])=[O:6])[C:22]1[CH:27]=[CH:26][CH:25]=[CH:24][CH:23]=1. Procedure details: A mixture of 3-amino-4-piperidino-5-sulphamyl-benzoic acid (2.5 g), benzyl bromide (1.4 g), and dry ethanol (30 ml) was refluxed for 3 days. The reaction mixture was evaporated in vacuo, and the residue was washed with petroleum ether. The crude ethyl 3-benzylamino-4-piperidino-5-sulphamyl-benzoate obtained was saponified by addition of 1N sodium hydroxide and heated on a steam bath for 1 hour. After cooling and adjusting the pH to 4 by means of a 4N hydrochloric acid, 3-benzylamino-4-piperidino...